This data is from the Open Reaction Database (ORD), a public repository of structured organic reaction records. The task is: describe an organic reaction: reactants, conditions, products, and yield Reactants: ClC1=C2C(=NC=C1)C=C(O2)C2=CC(=C(C(=C2)OC)OC)OC (7-chloro-2-(3,4,5-trimethoxyphenyl)furo[3,2-b]pyridine), C(C1=CC=CC=C1)(=O)NC1=CC=C(C=C1)B(O)O (4-benzamidophenylboronic acid). Product: COC=1C=C(C=C(C1OC)OC)C1=CC2=NC=CC(=C2O1)C1=CC=C(C=C1)NC(C1=CC=CC=C1)=O (N-{4-[2-(3,4,5-Trimethoxy-phenyl)-furo[3,2-b]pyridin-7-yl]-phenyl}-benzamide), solid. The yield is 81.0%. As a reaction SMILES: Cl[C:2]1[CH:7]=[CH:6][N:5]=[C:4]2[CH:8]=[C:9]([C:11]3[CH:16]=[C:15]([O:17][CH3:18])[C:14]([O:19][CH3:20])=[C:13]([O:21][CH3:22])[CH:12]=3)[O:10][C:3]=12.[C:23]([NH:31][C:32]1[CH:37]=[CH:36][C:35](B(O)O)=[CH:34][CH:33]=1)(=[O:30])[C:24]1[CH:29]=[CH:28][CH:27]=[CH:26][CH:25]=1>>[CH3:22][O:21][C:13]1[CH:12]=[C:11]([C:9]2[O:10][C:3]3[C:4](=[N:5][CH:6]=[CH:7][C:2]=3[C:35]3[CH:34]=[CH:33][C:32]([NH:31][C:23](=[O:30])[C:24]4[CH:29]=[CH:28][CH:27]=[CH:26][CH:25]=4)=[CH:37][CH:36]=3)[CH:8]=2)[CH:16]=[C:15]([O:17][CH3:18])[C:14]=1[O:19][CH3:20]. Procedure: The title compound was prepared by procedure C using 7-chloro-2-(3,4,5-trimethoxyphenyl)furo[3,2-b]pyridine (45.00 mg; 0.14 mmol; 1.00 eq.) instead of 7-chloro-2-iodo-furo[3,2-b]pyridine, and 4-benzamidophenylboronic acid (37.32 mg; 0.15 mmol; 1.10 eq.) instead of 4-fluorophenylboronic acid and was obtained as a pale yellow solid (55 mg, 81%). (HPLC (method F): 94%, RT: 4.14 min); MS (m/z) 481 [M+H]+, RT: 4.1 min.